The task is: describe an organic reaction: reactants, conditions, products, and yield. This data is from the Open Reaction Database (ORD), a public repository of structured organic reaction records. Starting materials: O=Cc1ncsc1Cl, [Na], O=S(O)c1ccccc1. Yields the product O=Cc1ncsc1S(=O)(=O)c1ccccc1. As a reaction SMILES: [Cl:1][c:2]1[c:3]([CH:7]=[O:8])[n:4][cH:5][s:6]1.[Na:9].[c:10]1([S:16](=[O:17])[OH:18])[cH:11][cH:12][cH:13][cH:14][cH:15]1>>[c:2]1([S:16]([c:10]2[cH:11][cH:12][cH:13][cH:14][cH:15]2)(=[O:17])=[O:18])[c:3]([CH:7]=[O:8])[n:4][cH:5][s:6]1.